Dataset: the Open Reaction Database (ORD), a public repository of structured organic reaction records. Task: describe an organic reaction: reactants, conditions, products, and yield The reactants are CC(C)([O-])C.[K+] (potassium t-butoxide), FC1=C(C#N)C=CC=C1 (2-fluorobenzonitrile), C(C)I (ethyl iodide), O (water). Solvent: C(C)(C)(C)O (t-butanol). Run at time 8 hour. Product: C(C)NC(C1=C(C=CC=C1)OC(C)(C)C)=O (N-ethyl 2-[(1,1-dimethylethyl)oxy]benzamide). The yield is 61.0%. As a reaction SMILES: [CH3:1][C:2]([CH3:5])([O-:4])[CH3:3].[K+].F[C:8]1[CH:15]=[CH:14][CH:13]=[CH:12][C:9]=1[C:10]#[N:11].[OH2:16].[CH2:17](I)[CH3:18]>C(O)(C)(C)C>[CH2:17]([NH:11][C:10](=[O:16])[C:9]1[CH:12]=[CH:13][CH:14]=[CH:15][C:8]=1[O:4][C:2]([CH3:5])([CH3:3])[CH3:1])[CH3:18] |f:0.1|. Procedure details: To a slurry of potassium t-butoxide (56.0 g, 0.5 mol) in t-butanol (200 mL) at room temperature was added 2-fluorobenzonitrile (12.1 g, 0.1 mol). The reaction mixture was heated to reflux for 30 min and water (3.6 mL, 0.2 mol) was added. The reaction was heated at reflux for 2 h and ethyl iodide (40 mL, 0.5 mol) was added portionwise over 40 min as reflux was continued. After cooling and stirring at room temperature overnight, GC and GC MS analysis of the reaction indicated a 61% yield of N-ethy...